This data is from the Open Reaction Database (ORD), a public repository of structured organic reaction records. The task is: describe an organic reaction: reactants, conditions, products, and yield The reactants are COC1=CC=C(CN2N=C(C=3C2=NC=CC3OC3=C(C=C(C=C3)NC(=O)C3=CC=NN(C3=O)C3=CC=C(C=C3)F)F)N3CCC(CC3)N(C(OC(C)(C)C)=O)C)C=C1 (tert-butyl 1-(1-(4-methoxybenzyl)-4-(2-fluoro-4-(1-(4-fluorophenyl)-6-oxo-1,6-dihydropyridazine-5-carboxamido)phenoxy)-1H-pyrazolo[3,4-b]pyridin-3-yl)piperidin-4-yl(methyl)carbamate), C(=O)(C(F)(F)F)O (CF3COOH). Run at temperature 80 celsius, time 8 hour. Product: FC=1C=C(C=CC1OC1=C2C(=NC=C1)NN=C2N2CCC(CC2)NC)NC(=O)C=2C(N(N=CC2)C2=CC=C(C=C2)F)=O (N-(3-fluoro-4-(3-(4-(methylamino)piperidin-1-yl)-1H-pyrazolo[3,4-b]pyridin-4-yloxy)phenyl)-2-(4-fluorophenyl)-3-oxo-2,3-dihydropyridazine-4-carboxamide). Isolated yield 24.4%. Reaction SMILES: COC1C=CC(C[N:8]2[C:12]3=[N:13][CH:14]=[CH:15][C:16]([O:17][C:18]4[CH:23]=[CH:22][C:21]([NH:24][C:25]([C:27]5[C:32](=[O:33])[N:31]([C:34]6[CH:39]=[CH:38][C:37]([F:40])=[CH:36][CH:35]=6)[N:30]=[CH:29][CH:28]=5)=[O:26])=[CH:20][C:19]=4[F:41])=[C:11]3[C:10]([N:42]3[CH2:47][CH2:46][CH:45]([N:48](C)[C:49](=O)OC(C)(C)C)[CH2:44][CH2:43]3)=[N:9]2)=CC=1.C(O)(C(F)(F)F)=O>>[F:41][C:19]1[CH:20]=[C:21]([NH:24][C:25]([C:27]2[C:32](=[O:33])[N:31]([C:34]3[CH:35]=[CH:36][C:37]([F:40])=[CH:38][CH:39]=3)[N:30]=[CH:29][CH:28]=2)=[O:26])[CH:22]=[CH:23][C:18]=1[O:17][C:16]1[CH:15]=[CH:14][N:13]=[C:12]2[NH:8][N:9]=[C:10]([N:42]3[CH2:47][CH2:46][CH:45]([NH:48][CH3:49])[CH2:44][CH2:43]3)[C:11]=12. Procedure: A round-bottomed flask was charged with tert-butyl 1-(1-(4-methoxybenzyl)-4-(2-fluoro-4-(1-(4-fluorophenyl)-6-oxo-1,6-dihydropyridazine-5-carboxamido)phenoxy)-1H-pyrazolo[3,4-b]pyridin-3-yl)piperidin-4-yl(methyl)carbamate (98.5 mg, 0.124 mmol) and CF3COOH (5 mL). The reaction mixture was stirred at 80° C. overnight. The solvent was removed and the residue was purified by silica gel chromatography (DCM/7 M NH3 in MeOH from 50/1 to 10/1, v/v) to give the product, which was not pure enough. The imp... Starting materials: Cl (hydrochloric acid), N1CCCCC1 (piperidine), C(C)OC(CC(=O)O)=O (malonic acid monoethyl ester), CC1=CC=C(C=N1)C=O (6-methyl-3-pyridine aldehyde). The solvent is N1=CC=CC=C1 (pyridine). Yields the product C(C)OC(C=CC=1C=NC(=CC1)C)=O (3-(6-methyl-3-pyridyl)-acrylic acid ethyl ester). Isolated yield 66.5%. RXN SMILES: N1CCCCC1.[CH2:7]([O:9][C:10](=[O:15])[CH2:11][C:12](O)=O)[CH3:8].[CH3:16][C:17]1[N:22]=[CH:21][C:20](C=O)=[CH:19][CH:18]=1.Cl>N1C=CC=CC=1>[CH2:7]([O:9][C:10](=[O:15])[CH:11]=[CH:12][C:20]1[CH:21]=[N:22][C:17]([CH3:16])=[CH:18][CH:19]=1)[CH3:8]. Reported procedure: 1.5 ml of piperidine are added to a solution of 25 g (0.19 mole) of malonic acid monoethyl ester in 50 ml of pyridine, followed by the dropwise addition of 17 g (0.14 mole) of 6-methyl-3-pyridine aldehyde. The mixture is refluxed for 5 hours and, after cooling, is poured onto a mixture of ice and concentrated hydrochloric acid. After extraction by shaking with diethyl ether, the organic phase is dried over sodium sulfate and concentrated by evaporation in vacuo, leaving 17.8 g (67%) of the title... Reactants: COC(=O)C(Br)Cc1ccc(OCCc2nc(-c3ccccc3)oc2C)cc1, Cc1ccccc1, CCOC(C)=O. Product: COC(=O)C=Cc1ccc(OCCc2nc(-c3ccccc3)oc2C)cc1. Reaction SMILES: [Br:1][CH:2]([C:3](=[O:4])[O:5][CH3:6])[CH2:7][c:8]1[cH:9][cH:10][c:11]([O:14][CH2:15][CH2:16][c:17]2[n:18][c:19](-[c:23]3[cH:24][cH:25][cH:26][cH:27][cH:28]3)[o:20][c:21]2[CH3:22])[cH:12][cH:13]1.[CH3:29][c:30]1[cH:31][cH:32][cH:33][cH:34][cH:35]1.[CH3:36][CH2:37][O:38][C:39](=[O:40])[CH3:41]>>[CH:2]([C:3](=[O:4])[O:5][CH3:6])=[CH:7][c:8]1[cH:9][cH:10][c:11]([O:14][CH2:15][CH2:16][c:17]2[n:18][c:19](-[c:23]3[cH:24][cH:25][cH:26][cH:27][cH:28]3)[o:20][c:21]2[CH3:22])[cH:12][cH:13]1.